Dataset: the Open Reaction Database (ORD), a public repository of structured organic reaction records. Task: describe an organic reaction: reactants, conditions, products, and yield Starting materials: C, COC(=O)C(CCCCNC(=O)OCc1ccccc1)NC(=O)Nc1cc(OC)cc(C(C)(C)C)c1O, CO, CCCCCC, Cl, [Pd]. The product is Cl, COC(=O)C(CCCCN)NC(=O)Nc1cc(OC)cc(C(C)(C)C)c1O. As a reaction SMILES: [C:41].[CH2:1]([O:2][C:3](=[O:4])[NH:11][CH2:12][CH2:13][CH2:14][CH2:15][CH:16]([C:17](=[O:18])[O:19][CH3:20])[NH:21][C:22]([NH:23][c:24]1[c:25]([OH:36])[c:26]([C:32]([CH3:33])([CH3:34])[CH3:35])[cH:27][c:28]([O:30][CH3:31])[cH:29]1)=[O:37])[c:5]1[cH:6][cH:7][cH:8][cH:9][cH:10]1.[CH3:38][OH:39].[CH3:43][CH2:44][CH2:45][CH2:46][CH2:47][CH3:48].[ClH:40].[Pd:42]>>[ClH:40].[NH2:11][CH2:12][CH2:13][CH2:14][CH2:15][CH:16]([C:17](=[O:18])[O:19][CH3:20])[NH:21][C:22]([NH:23][c:24]1[c:25]([OH:36])[c:26]([C:32]([CH3:33])([CH3:34])[CH3:35])[cH:27][c:28]([O:30][CH3:31])[cH:29]1)=[O:37]. Reactants: C(=N)(N)NN.Cl (aminoguanidine hydrochloride), C(C1=CC=CC=C1)(=O)NC1=CC(=CC(=C1)C(C)=O)C(C)=O (N-benzoyl-3,5-diacetylaniline), Cl (HCl). Solvent: C(C)O (ethanol). The product is Cl.Cl.C(N)(=N)NN=C(C)C=1C=C(C=C(NC(C2=CC=CC=C2)=O)C1)C(C)=NNC(N)=N (N-benzoyl-3,5-diacetylaniline bis(amidinohydrazone)dihydrochloride). The yield is 97.0%. RXN SMILES: [C:1]([NH:9][C:10]1[CH:15]=[C:14]([C:16](=O)[CH3:17])[CH:13]=[C:12]([C:19](=O)[CH3:20])[CH:11]=1)(=[O:8])[C:2]1[CH:7]=[CH:6][CH:5]=[CH:4][CH:3]=1.[C:22]([NH:25][NH2:26])([NH2:24])=[NH:23].[ClH:27].Cl>C(O)C>[ClH:27].[ClH:27].[C:22]([NH:25][N:26]=[C:16]([C:14]1[CH:13]=[C:12]([C:19](=[N:26][NH:25][C:22](=[NH:23])[NH2:24])[CH3:20])[CH:11]=[C:10]([CH:15]=1)[NH:9][C:1](=[O:8])[C:2]1[CH:7]=[CH:6][CH:5]=[CH:4][CH:3]=1)[CH3:17])(=[NH:24])[NH2:23] |f:1.2,5.6.7|. Procedure: Compound 26, FIG. 7E.26: A solution of 3,5-diacetylaniline (0.885 g) in tetrahydrofuran (10 mL) containing 0.45 mL pyridine was treated with 0.65 mL benzoyl chloride. The mixture was stirred 1 hr, then treated with 1 mL water and stirred 15 min. The mixture was then diluted with 40 mL water and stirred 30 min. Filtration and washing with water and isopropanol gave colorless needles of N-benzoyl-3,5-diacetylaniline, 1.36 g, mp 188°-189° C. A suspension of N-benzoyl-3,5-diacetylaniline (0.844 g) i... Starting materials: O[C@@H]1C[C@@H]2N(C3=CC=CC=C3N(C2)C(C2=CC=C(C=C2)NC(C2=C(C=CC=C2)C2=CC=CC=C2)=O)=O)C1 ((2R,3aS)-2-hydroxy-5-[4-[(2-phenylbenzoyl)amino]benzoyl]-1,2,3,3a,4,5-hexahydro-pyrrolo[1,2-a]quinoxaline), C(C)(=O)O (acetic acid), C1(=CC=CC=C1)P(C1=CC=CC=C1)C1=CC=CC=C1 (triphenyl phosphine), N(=NC(=O)OC(C)C)C(=O)OC(C)C (diisopropyl azodicarboxylate). Solvent: O1CCCC1 (tetrahydrofuran), O1CCCC1 (tetrahydrofuran). Run at time 2 hour. The product is C(C)(=O)O[C@H]1C[C@@H]2N(C3=CC=CC=C3N(C2)C(C2=CC=C(C=C2)NC(C2=C(C=CC=C2)C2=CC=CC=C2)=O)=O)C1 ((2S, 3aS)-2-Acetoxy-5-[4-[(2-Phenylbenzoyl) Amino]Benzoyl]-1,2,3,3a,4,5-Hexahydro-Pyrrolo[1,2-a]Quinoxaline). The yield is 76.0%. As a reaction SMILES: [OH:1][C@H:2]1[CH2:37][N:5]2[C:6]3[C:11]([N:12]([C:14](=[O:36])[C:15]4[CH:20]=[CH:19][C:18]([NH:21][C:22](=[O:35])[C:23]5[CH:28]=[CH:27][CH:26]=[CH:25][C:24]=5[C:29]5[CH:34]=[CH:33][CH:32]=[CH:31][CH:30]=5)=[CH:17][CH:16]=4)[CH2:13][C@@H:4]2[CH2:3]1)=[CH:10][CH:9]=[CH:8][CH:7]=3.[C:38](O)(=[O:40])[CH3:39].C1(P(C2C=CC=CC=2)C2C=CC=CC=2)C=CC=CC=1.N(C(OC(C)C)=O)=NC(OC(C)C)=O>O1CCCC1>[C:38]([O:1][C@@H:2]1[CH2:37][N:5]2[C:6]3[C:11]([N:12]([C:14](=[O:36])[C:15]4[CH:16]=[CH:17][C:18]([NH:21][C:22](=[O:35])[C:23]5[CH:28]=[CH:27][CH:26]=[CH:25][C:24]=5[C:29]5[CH:30]=[CH:31][CH:32]=[CH:33][CH:34]=5)=[CH:19][CH:20]=4)[CH2:13][C@@H:4]2[CH2:3]1)=[CH:10][CH:9]=[CH:8][CH:7]=3)(=[O:40])[CH3:39]. Procedure: To a solution of (2R,3aS)-2-hydroxy-5-[4-[(2-phenylbenzoyl)amino]benzoyl]-1,2,3,3a,4,5-hexahydro-pyrrolo[1,2-a]quinoxaline (0.8 g) prepared in Example 3, acetic acid (0.15 g) and triphenyl phosphine (0.64 g) in anhydrous tetrahydrofuran (5 ml), there was gradually dropwise added a solution of diisopropyl azodicarboxylate (0.49 g) in anhydrous tetrahydrofuran (2 ml) under ice-cooling. After stirring the reaction solution at room temperature for 2 hours, it was concentrated. The resulting residue ...